This data is from the Open Reaction Database (ORD), a public repository of structured organic reaction records. The task is: describe an organic reaction: reactants, conditions, products, and yield Starting materials: N#Cc1ccc(Br)cc1, CCO, CCN(C(C)C)C(C)C, Cl, NO. The product is NC(=NO)c1ccc(Br)cc1. Reaction SMILES: [Br:1][c:2]1[cH:3][cH:4][c:5]([C:6]#[N:7])[cH:8][cH:9]1.[CH3:22][CH2:23][OH:24].[CH:13]([N:14]([CH2:15][CH3:16])[CH:17]([CH3:18])[CH3:19])([CH3:20])[CH3:21].[ClH:10].[NH2:11][OH:12]>>[Br:1][c:2]1[cH:3][cH:4][c:5]([C:6]([NH2:7])=[N:11][OH:12])[cH:8][cH:9]1. The reactants are COC=1C=C(CCN)C=CC1OC (3,4-Dimethoxyphenethylamine), C1(=CC=C(C=C1)NCC(=O)O)C (p-toluidinoacetic acid). Run in C(C)(=O)OCC (ethyl acetate). The product is COC=1C=C(C=CC1OC)CCNC(CNC1=CC=C(C=C1)C)=O (N-[2-(3,4-dimethoxyphenyl)ethyl]-2-(p-toluidino)acetamide). Yield: 71.4%. Reaction SMILES: [CH3:1][O:2][C:3]1[CH:4]=[C:5]([CH:9]=[CH:10][C:11]=1[O:12][CH3:13])[CH2:6][CH2:7][NH2:8].[C:14]1([CH3:25])[CH:19]=[CH:18][C:17]([NH:20][CH2:21][C:22](O)=[O:23])=[CH:16][CH:15]=1>C(OCC)(=O)C>[CH3:1][O:2][C:3]1[CH:4]=[C:5]([CH2:6][CH2:7][NH:8][C:22](=[O:23])[CH2:21][NH:20][C:17]2[CH:18]=[CH:19][C:14]([CH3:25])=[CH:15][CH:16]=2)[CH:9]=[CH:10][C:11]=1[O:12][CH3:13]. Procedure details: 3,4-Dimethoxyphenethylamine (14.4 g ) and p-toluidinoacetic acid (13.1 g) were heated for 1.5 hours at 190° C. in a stream of nitrogen. After cooling, the reaction mixture was dissolved in ethyl acetate and the solution was washed with a cooled 1 N sodium hydroxide solution and water and then dried. The solvent was distilled off and the oily residue was crystallized by adding ether to give N-[2-(3,4-dimethoxyphenyl)ethyl]-2-(p-toluidino)acetamide (18.6 g), mp 87° to 88.5° C. The reactants are C(CCC)[N+](CCCC)(CCCC)CCCC.P(=O)(O)(O)OC[C@H]1O[C@H](C[C@@H]1OP(=O)(O)OC[C@H]1O[C@H]([C@@H]([C@@H]1O)O)N1C2=NC=NC(=C2N=C1)N)N1C(N=C(C=C1)N)=O (((2R,3S,5R)-5-(4-Amino-2-oxopyrimidin-1(2H)-yl)-3-(((((2R,3S,4R,5R)-5-(6-amino-9H-purin-9-yl)-3,4-dihydroxytetrahydrofuran-2-yl)methoxy)(hydroxy)phosphoryl)oxy)tetrahydrofuran-2-yl)methyl dihydrogenphosphate tetrabutylammonium salt), C(CCC)[N+](CCCC)(CCCC)CCCC.P(=O)(O)(O)OC[C@H]1O[C@H](C[C@@H]1OP(=O)(O)OC[C@H]1O[C@H]([C@@H]([C@@H]1O)O)N1C2=NC=NC(=C2N=C1)N)N1C(N=C(C=C1)N)=O (((2R,3S,5R)-5-(4-Amino-2-oxopyrimidin-1(2H)-yl)-3-(((((2R,3S,4R,5R)-5-(6-amino-9H-purin-9-yl)-3,4-dihydroxytetrahydrofuran-2-yl)methoxy)(hydroxy)phosphoryl)oxy)tetrahydrofuran-2-yl)methyl dihydrogenphosphate tetrabutylammonium salt), N(=[N+]=[N-])C1=C(COC(=O)NCCC[C@@H](C(=O)OCC#N)NC(=O)OC(C)(C)C)C=CC=C1 ((S)-cyanomethyl 5-((((2-azidobenzyl)oxy)carbonyl)amino)-2-((tert-butoxycarbonyl)amino)pentanoate). Solvent: C(C)#N (acetonitrile). Conditions: time 2 hour. Yields the product N(=[N+]=[N-])C1=C(COC(=O)NCCC[C@H](C(=O)O[C@@H]2[C@@H](O[C@H]([C@@H]2O)N2C3=NC=NC(=C3N=C2)N)COP(=O)(O)O[C@@H]2[C@H](O[C@H](C2)N2C(N=C(C=C2)N)=O)COP(=O)(O)O)NC(=O)OC(C)(C)C)C=CC=C1 ((2S)-(2R,3S,4R,5R)-2-((((((2R,3S,5R)-5-(4-amino-2-oxopyrimidin-1(2H)-yl)-2-((phosphonooxy)methyl)tetrahydrofuran-3-yl)oxy)(hydroxy)phosphoryl)oxy)methyl)-5-(6-amino-9H-purin-9-yl)-4-hydroxytetrahydrofuran-3-yl 5-((((2-azidobenzyl)oxy)carbonyl)amino)-2-((tert-butoxycarbonyl)amino)pentanoate). The yield is 19.8%. RXN SMILES: C([N+](CCCC)(CCCC)CCCC)CCC.[P:18]([O:22][CH2:23][C@@H:24]1[C@@H:28]([O:29][P:30]([O:33][CH2:34][C@@H:35]2[C@@H:39]([OH:40])[C@@H:38]([OH:41])[C@H:37]([N:42]3[CH:50]=[N:49][C:48]4[C:43]3=[N:44][CH:45]=[N:46][C:47]=4[NH2:51])[O:36]2)([OH:32])=[O:31])[CH2:27][C@H:26]([N:52]2[CH:57]=[CH:56][C:55]([NH2:58])=[N:54][C:53]2=[O:59])[O:25]1)([OH:21])([OH:20])=[O:19].[N:60]([C:63]1[CH:91]=[CH:90][CH:89]=[CH:88][C:64]=1[CH2:65][O:66][C:67]([NH:69][CH2:70][CH2:71][CH2:72][C@H:73]([NH:80][C:81]([O:83][C:84]([CH3:87])([CH3:86])[CH3:85])=[O:82])[C:74](OCC#N)=[O:75])=[O:68])=[N+:61]=[N-:62]>C(#N)C>[N:60]([C:63]1[CH:91]=[CH:90][CH:89]=[CH:88][C:64]=1[CH2:65][O:66][C:67]([NH:69][CH2:70][CH2:71][CH2:72][C@@H:73]([NH:80][C:81]([O:83][C:84]([CH3:86])([CH3:87])[CH3:85])=[O:82])[C:74]([O:40][C@H:39]1[C@@H:38]([OH:41])[C@H:37]([N:42]2[CH:50]=[N:49][C:48]3[C:43]2=[N:44][CH:45]=[N:46][C:47]=3[NH2:51])[O:36][C@H:35]1[CH2:34][O:33][P:30]([O:29][C@H:28]1[CH2:27][C@H:26]([N:52]2[CH:57]=[CH:56][C:55]([NH2:58])=[N:54][C:53]2=[O:59])[O:25][C@@H:24]1[CH2:23][O:22][P:18]([OH:21])([OH:20])=[O:19])([OH:32])=[O:31])=[O:75])=[O:68])=[N+:61]=[N-:62] |f:0.1|. Procedure: A solution of ((2R,3S,5R)-5-(4-amino-2-oxopyrimidin-1(2H)-yl)-3-(((((2R,3S,4R,5R)-5-(6-amino-9H-purin-9-yl)-3,4-dihydroxytetrahydrofuran-2-yl)methoxy) (hydroxy)phosphoryl)oxy)tetrahydrofuran-2-yl)methyl dihydrogenphosphate (Compound 1h) (160 mg, 0.252 mmol) and (S)-cyanomethyl 5-((((2-azidobenzyl)oxy)carbonyl)amino)-2-((tert-butoxycarbonyl)amino)pentanoate (Compound tk62) (450 mg, 1.008 mmol) in acetonitrile (1.5 mL) was added to buffer A (33 mL), and the mixture was stirred at room temperature ...